Dataset: the Open Reaction Database (ORD), a public repository of structured organic reaction records. Task: describe an organic reaction: reactants, conditions, products, and yield Starting materials: O=C1C2=C(OC3=C(C=CC=C3)C13CCNCC3)C=CC=C2 (10,11-dihydro-11-oxospiro-[dibenz(b,f)-oxepin-10,4'-piperidine]), base, ClCC1CC1 (chloromethylcyclopropane), C([O-])(O)=O.[Na+] (sodium bicarbonate), [I-].[K+] (potassium iodide), Br (hydrobromic acid). Run in C(Cl)(Cl)Cl (chloroform), CCOCC (ether), C(Cl)(Cl)Cl (chloroform), CN(C=O)C (dimethylformamide), CCOCC (ether), CCOCC (ether), O (water). Conditions: time 16 hour. Product: Br.C1(CC1)CN1CCC2(CC1)C(C1=C(OC3=C2C=CC=C3)C=CC=C1)=O (1'-cyclopropylmethyl-10,11-dihydro-11-oxospiro[dibenz(b,f)oxepin-10,4'-piperidine]hydrobromide). RXN SMILES: [O:1]=[C:2]1[C:12]2([CH2:17][CH2:16][NH:15][CH2:14][CH2:13]2)[C:7]2[CH:8]=[CH:9][CH:10]=[CH:11][C:6]=2[O:5][C:4]2[CH:18]=[CH:19][CH:20]=[CH:21][C:3]1=2.Cl[CH2:23][CH:24]1[CH2:26][CH2:25]1.C(=O)(O)[O-].[Na+].[I-].[K+].[BrH:34]>CN(C)C=O.CCOCC.O.C(Cl)(Cl)Cl>[BrH:34].[CH:24]1([CH2:23][N:15]2[CH2:14][CH2:13][C:12]3([C:7]4[CH:8]=[CH:9][CH:10]=[CH:11][C:6]=4[O:5][C:4]4[CH:18]=[CH:19][CH:20]=[CH:21][C:3]=4[C:2]3=[O:1])[CH2:17][CH2:16]2)[CH2:26][CH2:25]1 |f:2.3,4.5,11.12|. Reported procedure: A mixture of 2.0 g of 10,11-dihydro-11-oxospiro-[dibenz(b,f)-oxepin-10,4'-piperidine], free base of Example 3, 0.74 g of chloromethylcyclopropane, 1.8 g of sodium bicarbonate and 1.8 g of potassium iodide in 15 ml of dimethylformamide is stirred at 70°-80° C. for 16 hours. The resulting suspension is permitted to cool before being diluted with ether and water. The organic phase is successively dried, filtered and concentrated under vacuum, leaving a viscous oil. The oil is dissolved in chlorofor... Reactants: 9-(4,4,5,5-tetramethyl-1,3,2-dioxabororan-2-yl)anthracene, resultant suspension, C(=O)([O-])[O-].[K+].[K+] (K2CO3), BrC=1C=C(C=C(C1)Br)C1=NC(=NC(=N1)C1=CC=CC=C1)C1=CC=CC=C1 (2-(3,5-dibromophenyl)-4,6-diphenyl-1,3,5-triazine), C1(=CC=CC=C1)C (toluene), N1=C(C=CC=C1)C1=CC=C(C=C1)B(O)O (4-(2-pyridyl)phenylboronic acid), C(=O)([O-])[O-].[K+].[K+] (K2CO3). Reagents/catalysts: C=1C=CC(=CC1)[P](C=2C=CC=CC2)(C=3C=CC=CC3)[Pd]([P](C=4C=CC=CC4)(C=5C=CC=CC5)C=6C=CC=CC6)([P](C=7C=CC=CC7)(C=8C=CC=CC8)C=9C=CC=CC9)[P](C=1C=CC=CC1)(C=1C=CC=CC1)C=1C=CC=CC1 (tetrakis(triphenylphosphine)palladium). Solvent: C(C)O (ethanol). Reaction conditions: time 3 hour. The product is C1=CC=CC2=CC3=CC=CC=C3C(=C12)C=1C=C(C=C(C1)C1=CC=C(C=C1)C1=NC=CC=C1)C1=NC(=NC(=N1)C1=CC=CC=C1)C1=CC=CC=C1 (2-[5-(9-anthryl)-4′-(2-pyridyl)biphenyl-3-yl]-4,6-diphenyl-1,3,5-triazine). RXN SMILES: Br[C:2]1[CH:3]=[C:4]([C:9]2[N:14]=[C:13]([C:15]3[CH:20]=[CH:19][CH:18]=[CH:17][CH:16]=3)[N:12]=[C:11]([C:21]3[CH:26]=[CH:25][CH:24]=[CH:23][CH:22]=3)[N:10]=2)[CH:5]=[C:6](Br)[CH:7]=1.[C:27]1([CH3:33])[CH:32]=[CH:31][CH:30]=[CH:29][CH:28]=1.C([O-])([O-])=O.[K+].[K+].[N:40]1[CH:45]=[CH:44][CH:43]=[CH:42][C:41]=1[C:46]1[CH:51]=[CH:50][C:49](B(O)O)=[CH:48][CH:47]=1>C1C=CC([P]([Pd]([P](C2C=CC=CC=2)(C2C=CC=CC=2)C2C=CC=CC=2)([P](C2C=CC=CC=2)(C2C=CC=CC=2)C2C=CC=CC=2)[P](C2C=CC=CC=2)(C2C=CC=CC=2)C2C=CC=CC=2)(C2C=CC=CC=2)C2C=CC=CC=2)=CC=1.C(O)C>[CH:31]1[C:32]2[C:27](=[CH:33][C:3]3[C:4]([C:9]=2[C:2]2[CH:3]=[C:4]([C:9]4[N:10]=[C:11]([C:21]5[CH:22]=[CH:23][CH:24]=[CH:25][CH:26]=5)[N:12]=[C:13]([C:15]5[CH:16]=[CH:17][CH:18]=[CH:19][CH:20]=5)[N:14]=4)[CH:5]=[C:6]([C:49]4[CH:50]=[CH:51][C:46]([C:41]5[CH:42]=[CH:43][CH:44]=[CH:45][N:40]=5)=[CH:47][CH:48]=4)[CH:7]=2)=[CH:5][CH:6]=[CH:7][CH:2]=3)[CH:28]=[CH:29][CH:30]=1 |f:2.3.4,^1:58,60,79,98|. Procedure: In a stream of argon, 0.98 g (3.21 mmol) of 9-(4,4,5,5-tetramethyl-1,3,2-dioxabororan-2-yl)anthracene, 1.50 g (3.21 mmol) of 2-(3,5-dibromophenyl)-4,6-diphenyl-1,3,5-triazine and 37.1 mg (0.032 mmol) of tetrakis(triphenylphosphine)palladium were suspended in a mixed solvent composed of 100 mL of toluene and 20 mL of ethanol, and the resultant suspension was heated to 60° C. To the suspension, 9.63 mL (9.63 mmol) of an aqueous 1M K2CO3 solution was gradually added dropwise, and the mixture was st... Reactants: CC1(OCCO1)CCCCN1N=C(C=C1)N (1-[4-(2-methyl-[1,3]dioxolan-2-yl)-butyl]-1H-pyrazol-3-ylamine), FC(OC=1C=C(C=CC1)/C=C/C(=O)O)(F)F ((E)-3-(3-trifluoromethoxy-phenyl)-acrylic acid). Product: O=C(CCCCN1N=C(C=C1)NC(\C=C\C1=CC(=CC=C1)OC(F)(F)F)=O)C ((E)-N-[1-(5-Oxo-hexyl)-1H-pyrazol-3-yl]-3-(3-trifluoromethoxy-phenyl)-acrylamide). Reaction SMILES: [CH3:1][C:2]1([CH2:7][CH2:8][CH2:9][CH2:10][N:11]2[CH:15]=[CH:14][C:13]([NH2:16])=[N:12]2)[O:6]CCO1.[F:17][C:18]([F:32])([F:31])[O:19][C:20]1[CH:21]=[C:22](/[CH:26]=[CH:27]/[C:28](O)=[O:29])[CH:23]=[CH:24][CH:25]=1>>[O:6]=[C:2]([CH3:1])[CH2:7][CH2:8][CH2:9][CH2:10][N:11]1[CH:15]=[CH:14][C:13]([NH:16][C:28](=[O:29])/[CH:27]=[CH:26]/[C:22]2[CH:23]=[CH:24][CH:25]=[C:20]([O:19][C:18]([F:31])([F:32])[F:17])[CH:21]=2)=[N:12]1. Reported procedure: Following general procedure B followed by either C or D, starting from 1-[4-(2-methyl-[1,3]dioxolan-2-yl)-butyl]-1H-pyrazol-3-ylamine and (E)-3-(3-trifluoromethoxy-phenyl)-acrylic acid. The reactants are FC(S(=O)(=O)OCC(F)(F)F)(F)F (2,2,2-trifluoroethyl trifluoromethanesulfonate), [N+](=O)([O-])C=1C(=C2C(=NC1)C=CS2)N[C@@H]2CC[C@H](CC2)N (trans-N-(6-nitrothieno[3,2-b]pyridin-7-yl)cyclohexane-1,4-diamine), C(C)(C)N(C(C)C)CC (N,N-diisopropylethylamine), CN(C=O)C (N,N-dimethylformamide). Run in C(Cl)Cl (methylene chloride), O (water). Run at time 4 hour. Yields the product [N+](=O)([O-])C=1C(=C2C(=NC1)C=CS2)N[C@@H]2CC[C@H](CC2)NCC(F)(F)F (trans-N-(6-Nitrothieno[3,2-b]pyridin-7-yl)-N′-(2,2,2-trifluoroethyl)cyclohexane-1,4-diamine). Isolated yield 22.2%. Reaction SMILES: [N+:1]([C:4]1[C:5]([NH:13][C@H:14]2[CH2:19][CH2:18][C@H:17]([NH2:20])[CH2:16][CH2:15]2)=[C:6]2[S:12][CH:11]=[CH:10][C:7]2=[N:8][CH:9]=1)([O-:3])=[O:2].C(N(CC)C(C)C)(C)C.CN(C)C=O.FC(F)(F)S(O[CH2:41][C:42]([F:45])([F:44])[F:43])(=O)=O>C(Cl)Cl.O>[N+:1]([C:4]1[C:5]([NH:13][C@H:14]2[CH2:19][CH2:18][C@H:17]([NH:20][CH2:41][C:42]([F:45])([F:44])[F:43])[CH2:16][CH2:15]2)=[C:6]2[S:12][CH:11]=[CH:10][C:7]2=[N:8][CH:9]=1)([O-:3])=[O:2]. Procedure: To a mixture of trans-N-(6-nitrothieno[3,2-b]pyridin-7-yl)cyclohexane-1,4-diamine (120 mg, 0.41 mmol) and N,N-diisopropylethylamine (0.36 mL, 2.0 mmol) in methylene chloride (2 mL)/N,N-dimethylformamide (2 mL) was added 2,2,2-trifluoroethyl trifluoromethanesulfonate (0.18 mL, 1.2 mmol). The reaction was stirred at room temperature for 4 h. The resulting mixture was diluted with water, extracted with dichloromethane. The organic layers were concentrated and purified on silica gel (eluting with 0 ... The reactants are FC(S(=O)(=O)OC=1[C@H](N(CC1)C(C1=CC=CC=C1)(C1=CC=CC=C1)C1=CC=CC=C1)C(=O)OC)(F)F ((S)-methyl 3-(trifluoromethylsulfonyloxy)-1-trityl-2,5-dihydro-1H-pyrrole-2-carboxylate), FC(C1=CC=C(C=C1)B(O)O)(F)F (4-(trifluoromethyl)phenylboronic acid), C(=O)([O-])[O-].[K+].[K+] (K2CO3), dichloro[1,1′-bis(diphenylphosphino)ferrocene]dichloride palladium(II) DCM, C1(=CC=CC=C1)C (toluene). Solvent: CO (MeOH). Conditions: temperature 85 celsius. Yields the product FC(C1=CC=C(C=C1)C=1[C@H](N(CC1)C(C1=CC=CC=C1)(C1=CC=CC=C1)C1=CC=CC=C1)C(=O)OC)(F)F ((S)-methyl 3-(4-(trifluoromethyl)phenyl)-1-trityl-2,5-dihydro-1H-pyrrole-2-carboxylate). Isolated yield 62.5%. As a reaction SMILES: FC(F)(F)S(O[C:7]1[C@@H:8]([C:31]([O:33][CH3:34])=[O:32])[N:9]([C:12]([C:25]2[CH:30]=[CH:29][CH:28]=[CH:27][CH:26]=2)([C:19]2[CH:24]=[CH:23][CH:22]=[CH:21][CH:20]=2)[C:13]2[CH:18]=[CH:17][CH:16]=[CH:15][CH:14]=2)[CH2:10][CH:11]=1)(=O)=O.[F:37][C:38]([F:49])([F:48])[C:39]1[CH:44]=[CH:43][C:42](B(O)O)=[CH:41][CH:40]=1.C([O-])([O-])=O.[K+].[K+].C1(C)C=CC=CC=1>CO>[F:37][C:38]([F:49])([F:48])[C:39]1[CH:44]=[CH:43][C:42]([C:7]2[C@@H:8]([C:31]([O:33][CH3:34])=[O:32])[N:9]([C:12]([C:19]3[CH:20]=[CH:21][CH:22]=[CH:23][CH:24]=3)([C:25]3[CH:30]=[CH:29][CH:28]=[CH:27][CH:26]=3)[C:13]3[CH:14]=[CH:15][CH:16]=[CH:17][CH:18]=3)[CH2:10][CH:11]=2)=[CH:41][CH:40]=1 |f:2.3.4|. Procedure details: To a stirred mixture of (S)-methyl 3-(trifluoromethylsulfonyloxy)-1-trityl-2,5-dihydro-1H-pyrrole-2-carboxylate ((Tetrahedron Lett. 2001, 8571) 1.71 g, 3.3 mmol), 4-(trifluoromethyl)phenylboronic acid (1.3 g, 6.6 mmol), K2CO3 (0.68 mg, 5.0 mmol) and dichloro[1,1′-bis(diphenylphosphino)ferrocene]dichloride palladium(II) DCM adduct (0.12 g, 0.16 mmol) was added toluene (10 mL) and MeOH (1.0 mL). The mixture was stirred under nitrogen at 85° C. 15 hours. The mixture was cooled and evaporated in vac... The reactants are COc1cccc(Nc2c(C(N)=O)cnc3c(C)cc(S(=O)(=O)c4cccc(C(=O)NCCCCCCCC=O)c4)cc23)c1, COc1cccc(Nc2c(C(N)=O)cnc3c(C)cc(S(=O)(=O)c4ccc(-c5ccc(CO)cc5)cc4)cc23)c1. Yields the product COc1cccc(Nc2c(C(N)=O)cnc3c(C)cc(S(=O)(=O)c4ccc(-c5ccc(C=O)cc5)cc4)cc23)c1. Reaction SMILES: [CH3:1][O:2][c:3]1[cH:4][c:5]([NH:6][c:7]2[c:8]3[c:9]([c:10]([CH3:11])[cH:12][c:13]([S:14]([c:15]4[cH:16][cH:17][cH:18][c:19]([C:20](=[O:21])[NH:22][CH2:23][CH2:24][CH2:25][CH2:26][CH2:27][CH2:28][CH2:29][CH:30]=[O:31])[cH:32]4)(=[O:33])=[O:34])[cH:35]3)[n:36][cH:37][c:38]2[C:39]([NH2:40])=[O:41])[cH:42][cH:43][cH:44]1.[OH:45][CH2:46][c:47]1[cH:48][cH:49][c:50](-[c:53]2[cH:54][cH:55][c:56]([S:59](=[O:60])(=[O:61])[c:62]3[cH:63][c:64]4[c:65]([NH:76][c:77]5[cH:78][c:79]([O:83][CH3:84])[cH:80][cH:81][cH:82]5)[c:66]([C:73](=[O:74])[NH2:75])[cH:67][n:68][c:69]4[c:70]([CH3:72])[cH:71]3)[cH:57][cH:58]2)[cH:51][cH:52]1>>[O:45]=[CH:46][c:47]1[cH:48][cH:49][c:50](-[c:53]2[cH:54][cH:55][c:56]([S:59](=[O:60])(=[O:61])[c:62]3[cH:63][c:64]4[c:65]([NH:76][c:77]5[cH:78][c:79]([O:83][CH3:84])[cH:80][cH:81][cH:82]5)[c:66]([C:73](=[O:74])[NH2:75])[cH:67][n:68][c:69]4[c:70]([CH3:72])[cH:71]3)[cH:57][cH:58]2)[cH:51][cH:52]1. Reactants: ( 2-1 ), C(=O)(OC(C)(C)C)N1CCC(CC1)CCI (2-(N-BOC-4-piperidinyl)ethyl iodide), S1C=CC=2CNCCC21 (4,5,6,7-tetrahydrothieno[3,2-c]pyridine), [OH-].[Na+] (NaOH). Solvent: C(Cl)Cl (CH2Cl2), C(Cl)Cl (CH2Cl2). Run at time 20 hour. Yields the product C(=O)(OC(C)(C)C)N1CCC(CC1)CCN1CC2=C(CC1)SC=C2 (5-[2-(N-BOC-4-Piperidinyl)ethyl]-4,5,6,7-tetrahydrothieno[3,2-c]pyridine). RXN SMILES: [S:1]1[C:9]2[CH2:8][CH2:7][NH:6][CH2:5][C:4]=2[CH:3]=[CH:2]1.[C:10]([N:17]1[CH2:22][CH2:21][CH:20]([CH2:23][CH2:24]I)[CH2:19][CH2:18]1)([O:12][C:13]([CH3:16])([CH3:15])[CH3:14])=[O:11].[OH-].[Na+]>C(Cl)Cl>[C:10]([N:17]1[CH2:18][CH2:19][CH:20]([CH2:23][CH2:24][N:6]2[CH2:7][CH2:8][C:9]3[S:1][CH:2]=[CH:3][C:4]=3[CH2:5]2)[CH2:21][CH2:22]1)([O:12][C:13]([CH3:16])([CH3:15])[CH3:14])=[O:11] |f:2.3|. Reported procedure: A suspension of 4,5,6,7-tetrahydrothieno[3,2-c]pyridine.HCL (2-1) (1.76 g, 0.01 moles) in CH2Cl2 (15 ml) was treated with 2-(N-BOC-4-piperidinyl)ethyl iodide (2--2) (3.73 g, 0.011 moles) followed by 20% NaOH (10 ml) and Aliquot-336 (Aldrich). After stirring for 20 hours the reaction mixture was diluted with CH2Cl2 and the organic phase was separated, washed with brine, dried (Na2SO4) and concentrated. The residue was purified by flash chromatography on silica gel eluting with CHCl3 (98)/MeOH(2) ...